From a dataset of the Open Reaction Database (ORD), a public repository of structured organic reaction records. describe an organic reaction: reactants, conditions, products, and yield The reactants are BrCC(=O)C1=CC(=C(C=C1)Cl)S(N)(=O)=O (2-bromo-4'-chloro-3'-sulfamoylacetophenone), C(C)NC(=S)NCC1=NC=CC=C1 (1-ethyl-3-(2-pyridylmethyl)-thiourea). Product: C(C)N1C(SCC1(O)C1=CC(=C(C=C1)Cl)S(N)(=O)=O)=NCC1=NC=CC=C1 (3-Ethyl-4-(4-chloro-3-sulfamoylphenyl)-2-(2-pyridylmethylimino)-1,3-thiazolidine-4-ol). Solvent: C(C)OCC (diethyl ether). As a reaction SMILES: Br[CH2:2][C:3]([C:5]1[CH:10]=[CH:9][C:8]([Cl:11])=[C:7]([S:12](=[O:15])(=[O:14])[NH2:13])[CH:6]=1)=[O:4].[CH2:16]([NH:18][C:19]([NH:21][CH2:22][C:23]1[CH:28]=[CH:27][CH:26]=[CH:25][N:24]=1)=[S:20])[CH3:17]>C(OCC)C>[CH2:16]([N:18]1[C:3]([C:5]2[CH:10]=[CH:9][C:8]([Cl:11])=[C:7]([S:12](=[O:15])(=[O:14])[NH2:13])[CH:6]=2)([OH:4])[CH2:2][S:20][C:19]1=[N:21][CH2:22][C:23]1[CH:28]=[CH:27][CH:26]=[CH:25][N:24]=1)[CH3:17]. Procedure details: 4.7 g of 2-bromo-4'-chloro-3'-sulfamoylacetophenone and 3 g of 1-ethyl-3-(2-pyridylmethyl)-thiourea were reacted according to the prescription given in Example 23 and 150 ml of diethyl ether were added to the reaction mixture. The hygroscopic 3-ethyl-4-(4-chloro-3-sulfamoylphenyl)-2-(2-pyridylmethylimino)-1,3-thiazolidine-4-ol-hydrobromide which had separated as crystals was rapidly filtered off, dissolved in 50 ml of water and converted into the end product as described in Example 28. Colorless... Reactants: COC1=CC=C(C=C1)C1=C(C2=CC=CC=C2CC1)C(=O)C1=CC=C(C=C1)OCCN1CCCC1 ([2-(4-methoxyphenyl)-3,4-dihydronaphth-1-yl][4-(1-pyrrolidinyl-2-ethoxy)phenyl] methanone), [H-].[H-].[H-].[H-].[Li+].[Al+3] (LiAlH4). Solvent: C1CCOC1 (THF). The product is COC1=CC=C(C=C1)C1=C(C2=CC=CC=C2CC1)C(O)C1=CC=C(C=C1)OCCN1CCCC1 ([2-(4-Methoxyphenyl)-3,4-dihydronaphth-1-yl][4-(1-pyrrolidinyl-2-ethoxy)phenyl]carbinol). RXN SMILES: [CH3:1][O:2][C:3]1[CH:8]=[CH:7][C:6]([C:9]2[CH2:18][CH2:17][C:16]3[C:11](=[CH:12][CH:13]=[CH:14][CH:15]=3)[C:10]=2[C:19]([C:21]2[CH:26]=[CH:25][C:24]([O:27][CH2:28][CH2:29][N:30]3[CH2:34][CH2:33][CH2:32][CH2:31]3)=[CH:23][CH:22]=2)=[O:20])=[CH:5][CH:4]=1.[H-].[H-].[H-].[H-].[Li+].[Al+3]>C1COCC1>[CH3:1][O:2][C:3]1[CH:8]=[CH:7][C:6]([C:9]2[CH2:18][CH2:17][C:16]3[C:11](=[CH:12][CH:13]=[CH:14][CH:15]=3)[C:10]=2[CH:19]([C:21]2[CH:26]=[CH:25][C:24]([O:27][CH2:28][CH2:29][N:30]3[CH2:34][CH2:33][CH2:32][CH2:31]3)=[CH:23][CH:22]=2)[OH:20])=[CH:5][CH:4]=1 |f:1.2.3.4.5.6|. Reported procedure: 850 mg (1.9 mmol) of [2-(4-methoxyphenyl)-3,4-dihydronaphth-1-yl][4-(1-pyrrolidinyl-2-ethoxy)phenyl] methanone was dissolved in 100 mL of THF and 160 mg (4 mmol) of LiAlH4 was added. The reaction mixture was stirred at room temperature and under a N2 atmosphere for eighteen hours. The reaction mixture was evaporated to dryness in vacuo. Fifty mL of water was carefully added to the residue and the reaction mixture was extracted twice with 100 mL of EtOAc. The EtOAc extracts were combind and washe... The reactants are O=C([O-])O, O=C(OO)c1cccc(Cl)c1, ClCCl, [Na+], [Na+], [Na+], c1ccc(Oc2ccncc2)cc1, O=S([O-])([O-])=S. The product is [O-][n+]1ccc(Oc2ccccc2)cc1. Reaction SMILES: [C:32](=[O:33])([OH:34])[O-:35].[Cl:14][c:15]1[cH:16][cH:17][cH:18][c:19]([C:20]([O:21][OH:23])=[O:22])[cH:24]1.[Cl:37][CH2:38][Cl:39].[Na+:30].[Na+:31].[Na+:36].[O:1]([c:2]1[cH:3][cH:4][cH:5][cH:6][cH:7]1)[c:8]1[cH:9][cH:10][n:11][cH:12][cH:13]1.[S:25]([O-:26])([O-:27])(=[O:28])=[S:29]>>[O:1]([c:2]1[cH:3][cH:4][cH:5][cH:6][cH:7]1)[c:8]1[cH:9][cH:10][n+:11]([O-:22])[cH:12][cH:13]1. Starting materials: ClC1=CC(=CC=2C(OC(NC21)=O)(C)C)O (8-chloro-6-hydroxy-4,4-dimethyl-4H-3,1-benzoxazin-2-one), CC1=CC=C(C=C1)SCCCCCl (4-(4-methylphenylmercapto)-butylchloride). Yields the product ClC1=CC(=CC=2C(OC(NC21)=O)(C)C)OCCCCSC2=CC=C(C=C2)C (8-Chloro-6-[4-(4-methyl-phenylmercapto)-butoxy]-4,4-dimethyl-4H-3,1-benzoxazin-2-one). As a reaction SMILES: [Cl:1][C:2]1[C:11]2[NH:10][C:9](=[O:12])[O:8][C:7]([CH3:14])([CH3:13])[C:6]=2[CH:5]=[C:4]([OH:15])[CH:3]=1.[CH3:16][C:17]1[CH:22]=[CH:21][C:20]([S:23][CH2:24][CH2:25][CH2:26][CH2:27]Cl)=[CH:19][CH:18]=1>>[Cl:1][C:2]1[C:11]2[NH:10][C:9](=[O:12])[O:8][C:7]([CH3:13])([CH3:14])[C:6]=2[CH:5]=[C:4]([O:15][CH2:27][CH2:26][CH2:25][CH2:24][S:23][C:20]2[CH:19]=[CH:18][C:17]([CH3:16])=[CH:22][CH:21]=2)[CH:3]=1. Reported procedure: Prepared analogously to Example 4 from 8-chloro-6-hydroxy-4,4-dimethyl-4H-3,1-benzoxazin-2-one and 4-(4-methylphenylmercapto)-butylchloride. The reactants are 1(b), P(=O)(OCC(COCCCCCCCCCCCCCCCCCC)OC=1SC=CN1)(OCCBr)[O-] ((2RS)-3-octadecyloxy-2-(2-thiazolyloxy)propyl 2-bromoethyl phosphate), CN(C)C (trimethylamine), C(=O)=O (dry ice), CC(=O)C (acetone). Reagents/catalysts: C([O-])([O-])=O.[Ag+2] (silver carbonate). The solvent is C(Cl)(Cl)Cl (chloroform), C(C)(C)O (isopropanol), CN(C=O)C (dimethylformamide). Reaction conditions: time 5.5 hour. Product: P(=O)(OCC(COCCCCCCCCCCCCCCCCCC)OC=1SC=CN1)(OCC[N+](C)(C)C)[O-] ((2RS)-3-Octadecyloxy-2-(2-thiazolyloxy)propyl 2-(tri-methylammonio)ethyl phosphate). Reaction SMILES: [P:1]([O-:36])([O:32][CH2:33][CH2:34]Br)([O:3][CH2:4][CH:5]([O:26][C:27]1[S:28][CH:29]=[CH:30][N:31]=1)[CH2:6][O:7][CH2:8][CH2:9][CH2:10][CH2:11][CH2:12][CH2:13][CH2:14][CH2:15][CH2:16][CH2:17][CH2:18][CH2:19][CH2:20][CH2:21][CH2:22][CH2:23][CH2:24][CH3:25])=[O:2].[CH3:37][N:38]([CH3:40])[CH3:39].C(=O)=O.CC(C)=O>C(Cl)(Cl)Cl.C(O)(C)C.CN(C)C=O.C(=O)([O-])[O-].[Ag+2]>[P:1]([O-:36])([O:32][CH2:33][CH2:34][N+:38]([CH3:40])([CH3:39])[CH3:37])([O:3][CH2:4][CH:5]([O:26][C:27]1[S:28][CH:29]=[CH:30][N:31]=1)[CH2:6][O:7][CH2:8][CH2:9][CH2:10][CH2:11][CH2:12][CH2:13][CH2:14][CH2:15][CH2:16][CH2:17][CH2:18][CH2:19][CH2:20][CH2:21][CH2:22][CH2:23][CH2:24][CH3:25])=[O:2] |f:7.8|. Reported procedure: 1(b) 1.056 g of the crude (2RS)-3-octadecyloxy-2-(2-thiazolyloxy)propyl 2-bromoethyl phosphate [prepared as described in step (a) above] was dissolved in 26 ml of a 3:5:5 by volume mixture of chloroform, isopropanol and dimethylformamide, and about 10 g of gaseous trimethylamine was introduced into the solution. The reaction mixture was then warmed, whilst stirring, for 5.5 hours on an oil bath kept at 50° C. in a reaction flask fitted with a reflux condenser cooled with dry ice and acetone. At ... Reactants: OC1CC(c2ccccc2)CN(Cc2ccccc2)C1, CO, Cl, [H][H]. As a reaction SMILES: [CH2:2]([c:3]1[cH:4][cH:5][cH:6][cH:7][cH:8]1)[N:9]1[CH2:10][CH:11]([OH:21])[CH2:12][CH:13]([c:15]2[cH:16][cH:17][cH:18][cH:19][cH:20]2)[CH2:14]1.[CH3:24][OH:25].[ClH:1].[H:22][H:23]>>[ClH:1].[NH:9]1[CH2:10][CH:11]([OH:21])[CH2:12][CH:13]([c:15]2[cH:16][cH:17][cH:18][cH:19][cH:20]2)[CH2:14]1. The product is Cl, OC1CNCC(c2ccccc2)C1. The reactants are C(C)OC(CC(=O)C=1C(=[N+](C=CC1)[O-])C(F)(F)F)=O (3-(3-ethoxy-3-oxopropanoyl)-2-(trifluoromethyl)pyridine-1-oxide), BrCC(=O)C1=CC(=C(C(=C1)[N+](=O)[O-])OC)OC (2-bromo-1-(3,4-dimethoxy-5-nitrophenyl)ethanone), Cl (HCl). Solvent: N1=CC=CC=C1 (pyridine). Run at temperature 70 celsius, time 5 hour. Yields the product COC=1C=C(C=C(C1OC)[N+](=O)[O-])C=1C(=C(OC1)C=1C(=[N+](C=CC1)[O-])C(F)(F)F)C(=O)OCC (3-(4-(3,4-dimethoxy-5-nitrophenyl)-3-(ethoxycarbonyl)furan-2-yl)-2-(trifluoromethyl)pyridine 1-oxide). As a reaction SMILES: [CH2:1]([O:3][C:4](=[O:19])[CH2:5][C:6]([C:8]1[C:9]([C:15]([F:18])([F:17])[F:16])=[N+:10]([O-:14])[CH:11]=[CH:12][CH:13]=1)=[O:7])[CH3:2].Br[CH2:21][C:22]([C:24]1[CH:29]=[C:28]([N+:30]([O-:32])=[O:31])[C:27]([O:33][CH3:34])=[C:26]([O:35][CH3:36])[CH:25]=1)=O.Cl>N1C=CC=CC=1>[CH3:36][O:35][C:26]1[CH:25]=[C:24]([C:22]2[C:5]([C:4]([O:3][CH2:1][CH3:2])=[O:19])=[C:6]([C:8]3[C:9]([C:15]([F:17])([F:16])[F:18])=[N+:10]([O-:14])[CH:11]=[CH:12][CH:13]=3)[O:7][CH:21]=2)[CH:29]=[C:28]([N+:30]([O-:32])=[O:31])[C:27]=1[O:33][CH3:34]. Procedure: To a stirred solution of 3-(3-ethoxy-3-oxopropanoyl)-2-(trifluoromethyl)pyridine-1-oxide (1.39 g, 5 mmol) in pyridine (25 mL) was added 2-bromo-1-(3,4-dimethoxy-5-nitrophenyl)ethanone (1.67 g, 5.5 mmol). The reaction mixture was heated to 70° C. and stirred for 5 hours, then cooled to room temperature and poured onto 6 N aqueous HCl (100 mL). The precipitate was filtered off, washed with water and dried over P2O5 under vacuum. The solid was recrystallised from dichloromethane/isopropanol to give... Starting materials: FC(S(=O)(=O)OC1=C(C(=CC=C1C)C)[Si](C)(C)C)(F)F (3,6-dimethyl-2-(trimethylsilyl)phenyl trifluoromethanesulfonate), [F-].[Cs+] (Cesium Fluoride), P([O-])([O-])[O-] (phosphite), C(C)#N (Acetonitrile), CCOC(=O)C (EtOAc). Run in Pet Ether. Yields the product CC1=C(C=C(C=C1)C)P(OCC)(OCC)=O (Diethyl 2,5-dimethylphenylphosphonate). Reaction SMILES: FC(F)(F)S(O[C:7]1[C:12]([CH3:13])=[CH:11][CH:10]=[C:9]([CH3:14])[C:8]=1[Si](C)(C)C)(=O)=O.[F-].[Cs+].[P:23]([O-:26])([O-:25])[O-:24].[C:27](#N)[CH3:28].[CH3:30][CH2:31]OC(C)=O>>[CH3:14][C:9]1[CH:10]=[CH:11][C:12]([CH3:13])=[CH:7][C:8]=1[P:23](=[O:26])([O:25][CH2:27][CH3:28])[O:24][CH2:30][CH3:31] |f:1.2|. Procedure details: 3,6-dimethyl-2-(trimethylsilyl)phenyl trifluoromethanesulfonate (25 mg, 0.076 mmol), Cesium Fluoride (64 mg, 0.421 mmol), Triethtyl phosphite (50 mg, 0.306 mmol), Acetonitrile (1 ml): Reaction Time: 35 h; Rf: 0.3 (1:4 EtOAc:Pet Ether); Thick oil; 16.1 mg, 87%; 1H NMR (400 MHz, CDCl3, TMS) δ 7.75 (d, J=14.8, 1 H), 7.23 (d, J=7.8 Hz, 1H), 7.17-7.10 (m, 1H), 4.21-4.00 (m, 4H), 2.52 (s, 3H), 2.34 (s, 3H), 1.33 (t, J=7.3 Hz, 6H); 13C NMR (100 MHz, CDCl3, TMS) δ 138.5 (d, J=10.0 Hz), 134.9 (d, J=14.6 ...